This data is from the Open Reaction Database (ORD), a public repository of structured organic reaction records. The task is: describe an organic reaction: reactants, conditions, products, and yield Reactants: NC1=C(C=CC=C1)C(CC(=O)C1=CC=C(C=C1)OC)=O (1-(2-Amino-phenyl)-3-(4-methoxy-phenyl)-propane-1,3-dione). Run in Br (HBr). The product is OC1=CC=C(C=C1)C=1NC2=CC=CC=C2C(C1)=O (2-(4-hydroxy-phenyl)-1H-quinolin-4-one). The yield is 99.0%. RXN SMILES: [NH2:1][C:2]1[CH:7]=[CH:6][CH:5]=[CH:4][C:3]=1[C:8](=[O:20])[CH2:9][C:10]([C:12]1[CH:17]=[CH:16][C:15]([O:18]C)=[CH:14][CH:13]=1)=O>Br>[OH:18][C:15]1[CH:16]=[CH:17][C:12]([C:10]2[NH:1][C:2]3[C:3]([C:8](=[O:20])[CH:9]=2)=[CH:4][CH:5]=[CH:6][CH:7]=3)=[CH:13][CH:14]=1. Procedure: 1-(2-Amino-phenyl)-3-(4-methoxy-phenyl)-propane-1,3-dione (375 mg, 1.49 mmol) was dissolved in 48% HBr (15 mL) and refluxed for 16 h. The solvent was removed at reduced pressure. The solids were taken into water and neutralized by NaHCO3. Solids were collected and purified by column chromatography using 5% MeOH in DCM to give 350 mg of 2-(4-hydroxy-phenyl)-1H-quinolin-4-one (98%). MS (ES): m/z: 238.1 (M+1). Starting materials: CC(=O)OCC1=C(C(=O)O)N2C(=O)C(N)C2SC1, CCOC(C)=O, [N-]=[N+]=NCc1ccc(CC(=O)Cl)cc1. Yields the product CC(=O)OCC1=C(C(=O)O)N2C(=O)C(NC(=O)Cc3ccc(CN=[N+]=[N-])cc3)C2SC1. As a reaction SMILES: [C:15]([CH3:16])(=[O:17])[O:18][CH2:19][C:20]1=[C:21]([C:30](=[O:31])[OH:32])[N:22]2[C:23](=[O:29])[CH:24]([NH2:28])[CH:25]2[S:26][CH2:27]1.[CH3:33][CH2:34][O:35][C:36](=[O:37])[CH3:38].[N:1](=[N+:2]=[N-:3])[CH2:4][c:5]1[cH:6][cH:7][c:8]([CH2:11][C:12](=[O:13])[Cl:14])[cH:9][cH:10]1>>[N:1](=[N+:2]=[N-:3])[CH2:4][c:5]1[cH:6][cH:7][c:8]([CH2:11][C:12](=[O:13])[NH:28][CH:24]2[C:23](=[O:29])[N:22]3[C:21]([C:30](=[O:31])[OH:32])=[C:20]([CH2:19][O:18][C:15]([CH3:16])=[O:17])[CH2:27][S:26][CH:25]32)[cH:9][cH:10]1. Starting materials: FC(C1=NC=NC(=C1C(O)C=1C(=NC(=NC1)Cl)OC)Cl)(F)F (1-(4-trifluoromethyl-6-chloropyrimidin-5-yl)-1-(2-chloro-4-methoxypyrimidin-5-yl)methanol), MgO. The reagents and catalysts are [Pd] (palladium on carbon), [Pd] (Pd/C). Conditions: time 3 hour. The product is FC(C1=NC=NC=C1C(O)C=1C(=NC=NC1)OC)(F)F (1-(4-trifluoromethylpyrimidin-5-yl)-1-(4-methoxypyrimidin-5-yl)methanol). RXN SMILES: [F:1][C:2]([F:22])([F:21])[C:3]1[C:8]([CH:9]([C:11]2[C:12]([O:18][CH3:19])=[N:13][C:14](Cl)=[N:15][CH:16]=2)[OH:10])=[C:7](Cl)[N:6]=[CH:5][N:4]=1>[Pd]>[F:22][C:2]([F:1])([F:21])[C:3]1[C:8]([CH:9]([C:11]2[C:12]([O:18][CH3:19])=[N:13][CH:14]=[N:15][CH:16]=2)[OH:10])=[CH:7][N:6]=[CH:5][N:4]=1. Reported procedure: 1-(4-trifluoromethyl-6-chloropyrimidin-5-yl)-1-(2-chloro-4-methoxypyrimidin-5-yl)methanol (0.21 g, 0.59 mmol) was stirred under a hydrogen atmosphere at room temperature with MgO (142 mg, 3.35 mmol, 6 equivalents), and 10% palladium on carbon (Pd/C) (25 mg, Degussa, 50% wet by weight). After 3 hours, an additional 30 mg of 10% Pd/C was added and the solution stirred for 4 hours, filtered over celite and concentrated in vacuo. Preparative radial chromatography (SiO2 ; hexane/EtOAc gradient elutio...